This data is from the Open Reaction Database (ORD), a public repository of structured organic reaction records. The task is: describe an organic reaction: reactants, conditions, products, and yield The reactants are ClC(=O)SCl (chlorocarbonylsulfenyl chloride), CN(C(=O)N)C (N,N-dimethylurea). Run in C(C)#N (acetonitrile), C(C)#N (acetonitrile). Reaction conditions: temperature 23 celsius, time 1 hour. Product: CN(C)C1=NSC(O1)=O (5-(N,N-Dimethylamino)-1,3,4-oxathiazolin-2-one). As a reaction SMILES: Cl[C:2]([S:4]Cl)=[O:3].[CH3:6][N:7]([CH3:11])[C:8]([NH2:10])=[O:9]>C(#N)C>[CH3:6][N:7]([C:8]1[O:9][C:2](=[O:3])[S:4][N:10]=1)[CH3:11]. Procedure details: A solution of chlorocarbonylsulfenyl chloride (11.5 g) in acetonitrile was added to a suspension of N,N-dimethylurea (25.0 g) in acetonitrile (200 ml), over a period of 20 minutes. The reaction mixture was stirred for 1 hour at 23° C., then filtered. Methanol (20 ml) was added to the filtrate to decompose excess chlorocarbonylsulfenyl chloride. The solvents were removed in vacuo. The residue was purified by chromatography on silica using dichloromethane in hexane (3:1) to afford the product as a... Reactants: CCn1c(CBr)c(C#N)c2ccc(OC)cc21, [H-], [Na+], CN(C)C=O, O, Oc1ccccc1. Yields the product CCn1c(COc2ccccc2)c(C#N)c2ccc(OC)cc21. RXN SMILES: [Br:3][CH2:4][c:5]1[n:6]([CH2:18][CH3:19])[c:7]2[cH:8][c:9]([O:16][CH3:17])[cH:10][cH:11][c:12]2[c:13]1[C:14]#[N:15].[H-:2].[Na+:1].[O:28]=[CH:29][N:30]([CH3:31])[CH3:32].[OH2:27].[OH:20][c:21]1[cH:22][cH:23][cH:24][cH:25][cH:26]1>>[CH2:4]([c:5]1[n:6]([CH2:18][CH3:19])[c:7]2[cH:8][c:9]([O:16][CH3:17])[cH:10][cH:11][c:12]2[c:13]1[C:14]#[N:15])[O:20][c:21]1[cH:22][cH:23][cH:24][cH:25][cH:26]1. The reactants are C(=O)(OCC1=CC=CC=C1)NCCC(=O)O (N-(CBZ)-β-alanine), ON1C(CCC1=O)=O (N-hydroxysuccinimide), C1CCC(CC1)N=C=NC2CCCCC2 (DCC), ester. Run in C1CCOC1 (THF). Product: C(=O)(OCC1=CC=CC=C1)NCCC(=O)C(O)CN (N-carbobenzoxy-β-alanyl-ethanolamine). Reaction SMILES: [C:1]([NH:11][CH2:12][CH2:13][C:14]([OH:16])=O)([O:3][CH2:4][C:5]1[CH:10]=[CH:9][CH:8]=[CH:7][CH:6]=1)=[O:2].ON1[C:22](=[O:23])[CH2:21]CC1=O.C1CCC([N:31]=C=NC2CCCCC2)CC1>C1COCC1>[C:1]([NH:11][CH2:12][CH2:13][C:14]([CH:22]([CH2:21][NH2:31])[OH:23])=[O:16])([O:3][CH2:4][C:5]1[CH:6]=[CH:7][CH:8]=[CH:9][CH:10]=1)=[O:2]. Procedure details: To a THF solution of N-(CBZ)-β-alanine and N-hydroxysuccinimide, add DCC. The reaction is mixed overnight at room temperature. The crude reaction mixture is filtered through a sintered glass funnel into a round bottom flask to remove the DCU that is formed. The activated ester should remain in solution. After concentrating and redissolving in solvent, ethanolamine or an alcohol protected derivative can be added as a solution to the solution containing the activated ester. Triethylamine can also ... Procedure: 2-Ethoxyethyl-N-[bis(butylthio)phosphinothioylmethyl]-N-(benzyloxycarbonyl)glycine (9.2 g., 0.017 mole) was dissolved in 30 ml. of 35% hydrobromic acid in acetic acid. The reaction was stirred for approximately 6 hours. Diethyl ether was added which precipitated a viscous oil. The oil was washed three additional times with diethyl ether and then dissolved in benzene. The benzene solution was treated with excess propylene oxide. The propylene oxide treated solution was concentrated in vacuo and t... Solvent: C(C)(=O)O (acetic acid). Reaction conditions: time 6 hour. As a reaction SMILES: C(OCC[CH:6]([C:31]([OH:33])=[O:32])[N:7]([CH2:18][P:19]([S:26][CH2:27][CH2:28][CH2:29][CH3:30])([S:21][CH2:22][CH2:23][CH2:24][CH3:25])=[S:20])[C:8](OCC1C=CC=CC=1)=O)C.Br.[CH2:35]([O:37][CH2:38]C)[CH3:36]>C(O)(=O)C>[CH2:35]([O:37][CH2:38][CH2:8][N:7]([CH2:18][P:19]([S:21][CH2:22][CH2:23][CH2:24][CH3:25])([S:26][CH2:27][CH2:28][CH2:29][CH3:30])=[S:20])[CH2:6][C:31]([OH:33])=[O:32])[CH3:36]. Yields the product C(C)OCCN(CC(=O)O)CP(=S)(SCCCC)SCCCC (2-ethoxyethyl-N-[bis(butylthio)phosphinothioylmethyl]glycine). Reactants: C(C)OCCC(N(C(=O)OCC1=CC=CC=C1)CP(=S)(SCCCC)SCCCC)C(=O)O (2-Ethoxyethyl-N-[bis(butylthio)phosphinothioylmethyl]-N-(benzyloxycarbonyl)glycine), Br (hydrobromic acid), C(C)OCC (Diethyl ether). The product is CC(C)(Sc1ccc(-n2cncn2)nn1)C(O)(Cn1cncn1)c1ccc(F)cc1F. As a reaction SMILES: [C:33](=[O:34])([O-:35])[O-:36].[CH3:41][C:42]#[N:43].[Cl:1][c:2]1[cH:3][cH:4][c:5]([S:8][C:9]([C:10]([CH2:11][n:12]2[n:13][cH:14][n:15][cH:16]2)([OH:17])[c:18]2[c:19]([F:25])[cH:20][c:21]([F:24])[cH:22][cH:23]2)([CH3:26])[CH3:27])[n:6][n:7]1.[I-:40].[K+:37].[K+:38].[Na+:39].[nH:28]1[n:29][cH:30][n:31][cH:32]1>>[c:2]1(-[n:28]2[n:29][cH:30][n:31][cH:32]2)[cH:3][cH:4][c:5]([S:8][C:9]([C:10]([CH2:11][n:12]2[n:13][cH:14][n:15][cH:16]2)([OH:17])[c:18]2[c:19]([F:25])[cH:20][c:21]([F:24])[cH:22][cH:23]2)([CH3:26])[CH3:27])[n:6][n:7]1. Starting materials: O=C([O-])[O-], CC#N, CC(C)(Sc1ccc(Cl)nn1)C(O)(Cn1cncn1)c1ccc(F)cc1F, [I-], [K+], [K+], [Na+], c1nc[nH]n1.